This data is from the Open Reaction Database (ORD), a public repository of structured organic reaction records. The task is: describe an organic reaction: reactants, conditions, products, and yield Solvent: CO (methanol). Reactants: COC(C(O)(C1=CC=C(C=C1)C)C1=CC=C(C=C1)C)=O (Di-p-tolylhydroxyacetic acid methyl ester), [OH-].[Na+] (NaOH), Cl (HCl). Product: C1(=CC=C(C=C1)C(C(=O)O)(O)C1=CC=C(C=C1)C)C (Bis-p-tolylhydroxyacetic acid). Reaction SMILES: C[O:2][C:3](=[O:20])[C:4]([C:13]1[CH:18]=[CH:17][C:16]([CH3:19])=[CH:15][CH:14]=1)([C:6]1[CH:11]=[CH:10][C:9]([CH3:12])=[CH:8][CH:7]=1)[OH:5].[OH-].[Na+].Cl>CO>[C:9]1([CH3:12])[CH:8]=[CH:7][C:6]([C:4]([C:13]2[CH:14]=[CH:15][C:16]([CH3:19])=[CH:17][CH:18]=2)([OH:5])[C:3]([OH:20])=[O:2])=[CH:11][CH:10]=1 |f:1.2|. Procedure details: A solution of 22 (613 mg, 2.26 mmol) in methanol (75 mL) was treated with 1 N NaOH (10 mL) at room temperature. The mixture was stirred at room temperature overnight. The mixture was neutralized with 1 N HCl and the solvent was removed in vacuo. The residue was dissolved in dichloromethane and 1 N HCl solution. The aqueous layer was extracted with two additional portions of dichloromethane and the combined organic extracts were washed with brine, dried over Na2SO4, and concentrated under reduced... Conditions: time 8 hour. Reactants: NCC(=O)O (Gly), N[C@@H](CC(C)C)C(=O)O (Leu), N[C@@H](CCCCN)C(=O)O (Lys), N[C@@H](C)C(=O)O (Ala), N[C@@H](C(C)C)C(=O)O (Val). Yields the product C(C)(C)(C)OC(=O)N[C@H](C(C)C)C(=O)O (N-t-butyloxycarbonyl-D-valine). Reaction SMILES: NC[C:3]([OH:5])=[O:4].N[C@H](C(O)=O)C.[NH2:12][C@H:13]([C:17]([OH:19])=[O:18])[CH:14]([CH3:16])[CH3:15].N[C@H](C(O)=O)[CH2:22][CH:23]([CH3:25])[CH3:24].N[C@H](C(O)=O)CCCCN>>[C:23]([O:5][C:3]([NH:12][C@@H:13]([C:17]([OH:19])=[O:18])[CH:14]([CH3:16])[CH3:15])=[O:4])([CH3:25])([CH3:24])[CH3:22]. Reported procedure: 2Thr, 1.88; Ser, 1.22; Gly, 1.06; Ala, 1.17; Val, 1.05; Leu, 1.17; 2Phe, 2.24; 2 Lys, 2.00. The reactants are crude product, B(F)(F)F (BF3), 84, CC(CCl)CC1=CC=CC=C1 (2-methyl-3-phenyl-propyl chloride), B(F)(F)F.O.O (BF3.2H2O), C(C)(C)(C)Cl (tert.-butyl chloride). Solvent: O (water). Product: CC(CCl)CC1=CC=CC=C1 (2-methyl-3-phenyl-propyl chloride), CC(CCl)CC1=CC=C(C=C1)C(C)(C)C (2-methyl-3-(p-tert.-butylphenyl)-propyl chloride). Reaction SMILES: B(F)(F)F.[CH3:5][CH:6]([CH2:9][C:10]1[CH:15]=[CH:14][CH:13]=[CH:12][CH:11]=1)[CH2:7][Cl:8].B(F)(F)F.O.O.[C:22](Cl)([CH3:25])([CH3:24])[CH3:23]>O>[CH3:5][CH:6]([CH2:9][C:10]1[CH:15]=[CH:14][CH:13]=[CH:12][CH:11]=1)[CH2:7][Cl:8].[CH3:5][CH:6]([CH2:9][C:10]1[CH:15]=[CH:14][C:13]([C:22]([CH3:25])([CH3:24])[CH3:23])=[CH:12][CH:11]=1)[CH2:7][Cl:8] |f:2.3.4|. Procedure: BF3 is passed for 30 minutes into a mixture of 84 parts by weight of 2-methyl-3-phenyl-propyl chloride and 50 ml of BF3.2H2O at room temperature. 56 parts by weight of tert.-butyl chloride are then added dropwise at room temperature. The mixture is refluxed for 4 hours and is then allowed to cool; the crude product is introduced into water and extracted with chloroform. The organic phase is separated off, washed with water, dried over Na2CO3 and distilled. 30 parts by weight of 2-methyl-3-phenyl... The reactants are C=CCN1CCc2cc(OC)c(O)c3c2C1Cc1cc(OC)c(OC)cc1-3, Cc1ccccc1, CN(C)C=O, CO, [OH-], C[N+](C)(C)c1ccccc1. The product is C=CCN1CCc2cc(OC)c(OC)c3c2C1Cc1cc(OC)c(OC)cc1-3. RXN SMILES: [CH2:1]([CH:2]=[CH2:3])[N:4]1[CH2:5][CH2:6][c:7]2[c:8]3[c:9]([c:22]([OH:27])[c:23]([O:25][CH3:26])[cH:24]2)-[c:10]2[c:11]([cH:14][c:15]([O:20][CH3:21])[c:16]([O:18][CH3:19])[cH:17]2)[CH2:12][CH:13]13.[CH3:28][c:29]1[cH:30][cH:31][cH:32][cH:33][cH:34]1.[CH3:35][N:36]([CH3:37])[CH:38]=[O:39].[CH3:51][OH:52].[OH-:40].[c:41]1([N+:42]([CH3:43])([CH3:44])[CH3:45])[cH:46][cH:47][cH:48][cH:49][cH:50]1>>[CH2:1]([CH:2]=[CH2:3])[N:4]1[CH2:5][CH2:6][c:7]2[c:8]3[c:9]([c:22]([O:27][CH3:28])[c:23]([O:25][CH3:26])[cH:24]2)-[c:10]2[c:11]([cH:14][c:15]([O:20][CH3:21])[c:16]([O:18][CH3:19])[cH:17]2)[CH2:12][CH:13]13. Starting materials: CS(=O)(=O)C=1C(=CC(=C(C(=O)OC)C1)C)OC1=CC(=C(C=C1)S(=O)(=O)C)S(F)(F)(F)(F)F (methyl 5-methanesulfonyl-4-(4-methanesulfonyl-3-pentafluorosulfanylphenoxy)-2-methylbenzoate), Cl (HCl), [Cl-].NC(=[NH2+])N (guanidinium chloride), CC(C)(C)[O-].[K+] (KOtBu). Run in CN(C)C=O (DMF), O (water). Reaction conditions: time 16 hour. The product is CS(=O)(=O)C=1C(=CC(=C(C(=O)NC(=N)N)C1)C)OC1=CC(=C(C=C1)S(=O)(=O)C)S(F)(F)(F)(F)F (N-[5-methanesulfonyl-4-(4-methanesulfonyl-3-pentafluorosulfanylphenoxy)-2-methylbenzoyl]guanidine). The yield is 79.9%. RXN SMILES: [Cl-].[NH2:2][C:3]([NH2:5])=[NH2+:4].CC([O-])(C)C.[K+].[CH3:12][S:13]([C:16]1[C:17]([O:27][C:28]2[CH:33]=[CH:32][C:31]([S:34]([CH3:37])(=[O:36])=[O:35])=[C:30]([S:38]([F:43])([F:42])([F:41])([F:40])[F:39])[CH:29]=2)=[CH:18][C:19]([CH3:26])=[C:20]([CH:25]=1)[C:21](OC)=[O:22])(=[O:15])=[O:14].Cl>CN(C=O)C.O>[CH3:12][S:13]([C:16]1[C:17]([O:27][C:28]2[CH:33]=[CH:32][C:31]([S:34]([CH3:37])(=[O:35])=[O:36])=[C:30]([S:38]([F:41])([F:43])([F:42])([F:39])[F:40])[CH:29]=2)=[CH:18][C:19]([CH3:26])=[C:20]([CH:25]=1)[C:21]([NH:4][C:3]([NH2:5])=[NH:2])=[O:22])(=[O:14])=[O:15] |f:0.1,2.3|. Procedure: 546 mg of guanidinium chloride and 535 mg of KOtBu were stirred in 20 ml of anhydrous DMF at RT for 30 minutes. Then 500 mg of methyl 5-methanesulfonyl-4-(4-methanesulfonyl-3-pentafluorosulfanylphenoxy)-2-methylbenzoate were added, and the mixture was left to stand at RT for 16 h. The reaction mixture was poured into 20 ml of water, adjusted to pH=8 with aqueous HCl solution and extracted 3 times with 50 ml of EA each time. The combined EA phases were then washed with 20 ml of a 5% aqueous NaHCO... Isolated yield 98.0%. Product: OC1=CC(N(C=C1)C1=CC(=C(C=C1)OCC(C)(C)O)OC)=O (4-hydroxy-1-(4-(2-hydroxy-2-methylpropoxy)-3-methoxyphenyl)pyridin-2(1H)-one). The reagents and catalysts are [Pd] (Pd/C). Reported procedure: A mixture of 4-(benzyloxy)-1-(4-(2-hydroxy-2-methylpropoxy)-3-methoxyphenyl)pyridin-2(1H)-one Part B (287 mg, 0.73 mmol) and 10% Pd/C (7.72 mg, 0.073 mmol) in MeOH (15 mL) was hydrogenated at 50 PSI of H2 for 4 hours. Pd/C was filtered off and the filtrate was concentrated giving 4-hydroxy-1-(4-(2-hydroxy-2-methylpropoxy)-3-methoxyphenyl)pyridin-2(1H)-one 7C (228 mg, 98% yield). Reaction conditions: time 4 hour. Reactants: C(C1=CC=CC=C1)OC1=CC(N(C=C1)C1=CC(=C(C=C1)OCC(C)(C)O)OC)=O (4-(benzyloxy)-1-(4-(2-hydroxy-2-methylpropoxy)-3-methoxyphenyl)pyridin-2(1H)-one). The solvent is CO (MeOH). Reaction SMILES: C([O:8][C:9]1[CH:14]=[CH:13][N:12]([C:15]2[CH:20]=[CH:19][C:18]([O:21][CH2:22][C:23]([OH:26])([CH3:25])[CH3:24])=[C:17]([O:27][CH3:28])[CH:16]=2)[C:11](=[O:29])[CH:10]=1)C1C=CC=CC=1>CO.[Pd]>[OH:8][C:9]1[CH:14]=[CH:13][N:12]([C:15]2[CH:20]=[CH:19][C:18]([O:21][CH2:22][C:23]([OH:26])([CH3:24])[CH3:25])=[C:17]([O:27][CH3:28])[CH:16]=2)[C:11](=[O:29])[CH:10]=1. The reactants are C(C)N(C1=NN2C(=NN=C(C2=O)C)C=C1)CC(C)O (7-[ethyl(2-hydroxypropyl)amino]-3-methyl-4-oxo-4H-pyridazino-[6,1-c] [1,2,4]triazine). Solvent: Cl (hydrochloric acid). Product: C(C)N(C=1N=NC(=CC1)NN)CC(C)O (3-[ethyl(2-hydroxypropyl)amino]-6-hydrazinopyridazine). As a reaction SMILES: [CH2:1]([N:3]([CH2:16][CH:17]([OH:19])[CH3:18])[C:4]1[CH:15]=[CH:14][C:7]2=[N:8][N:9]=C(C)C(=O)[N:6]2[N:5]=1)[CH3:2]>Cl>[CH2:1]([N:3]([CH2:16][CH:17]([OH:19])[CH3:18])[C:4]1[N:5]=[N:6][C:7]([NH:8][NH2:9])=[CH:14][CH:15]=1)[CH3:2]. Reported procedure: A process according to claim 1 in which 7-[ethyl(2-hydroxypropyl)amino]-3-methyl-4-oxo-4H-pyridazino-[6,1-c] [1,2,4]triazine is hydrolyzed in dilute hydrochloric acid and the 3-[ethyl(2-hydroxypropyl)amino]-6-hydrazinopyridazine obtained is acylated with ethyl chlorocarbonate to give ethyl (6-[ethyl(2-hydroxypropyl)amino]-3-pyridazinyl)-hydrazinocarboxylate.